This data is from the Open Reaction Database (ORD), a public repository of structured organic reaction records. The task is: describe an organic reaction: reactants, conditions, products, and yield Reactants: OC1=C(C(NC(=C1)C)=O)C#N (4-hydroxy-6-methyl-2-oxo-1,2-dihydro-3-pyridinecarbonitrile), [NH4+].[OH-] (NH4OH), PCI5, O=P(Cl)(Cl)Cl (POCl3), Heterocycles. Run in C(Cl)(Cl)Cl (CHCl3). Run at time 5 minute. The product is ClC1=C(C(NC(=C1)C)=O)C#N (4-chloro-6-methyl-2-oxo-1,2-dihydro-3-pyridinecarbonitrile). Yield: 36.0%. Reaction SMILES: O=P(Cl)(Cl)[Cl:3].O[C:7]1[CH:12]=[C:11]([CH3:13])[NH:10][C:9](=[O:14])[C:8]=1[C:15]#[N:16].[NH4+].[OH-]>C(Cl)(Cl)Cl>[Cl:3][C:7]1[CH:12]=[C:11]([CH3:13])[NH:10][C:9](=[O:14])[C:8]=1[C:15]#[N:16] |f:2.3|. Reported procedure: Using a 100 ml round bottom with reflux condenser, PCI5 (6.7 g, 32 mmol), POCl3 (3.0 mL, 32 mmol) and 30 ml CHCl3 (dry) were stirred for 5 min (see: Heterocycles, vol. 60, No. 6, 2003, 1461-1468). Added 4-hydroxy-6-methyl-2-oxo-1,2-dihydro-3-pyridinecarbonitrile (4 g, 26.6 mmol) and stirred for 2 h at 80° C. Quenched reaction while hot and poured into 1 L beaker with 100 “g” ice, 24 mL NH4OH, pH by paper was 8-9. Stirred 5 min and filtered. Washed solid with water. Suspended solid in ethanol and... RXN SMILES: [C:77](=[O:78])([O-:79])[O-:80].[CH3:83][c:84]1[cH:85][cH:86][cH:87][cH:88][cH:89]1.[Cs+:81].[Cs+:82].[F:22][c:23]1[c:24]([NH2:30])[cH:25][cH:26][c:27]([I:29])[cH:28]1.[N+:1](=[O:2])([O-:3])[c:4]1[c:5]2[n:6]([c:7](=[O:18])[cH:8][c:9]1[O:10][S:11]([C:12]([F:13])([F:14])[F:15])(=[O:16])=[O:17])[CH2:19][CH2:20][S:21]2.[O-:91][C:92]([CH3:93])=[O:94].[O-:95][C:96]([CH3:97])=[O:98].[Pd+2:90].[cH:31]1[cH:32][cH:33][c:34]([P:35]([c:36]2[cH:37][cH:38][c:39]3[c:40]([cH:41][cH:42][cH:43][cH:44]3)[c:45]2-[c:46]2[c:47]3[c:48]([cH:49][cH:50][cH:51][cH:52]3)[cH:53][cH:54][c:55]2[P:56]([c:57]2[cH:58][cH:59][cH:60][cH:61][cH:62]2)[c:63]2[cH:64][cH:65][cH:66][cH:67][cH:68]2)[c:69]2[cH:70][cH:71][cH:72][cH:73][cH:74]2)[cH:75][cH:76]1>>[N+:1](=[O:2])([O-:3])[c:4]1[c:5]2[n:6]([c:7](=[O:18])[cH:8][c:9]1[NH:30][c:24]1[c:23]([F:22])[cH:28][c:27]([I:29])[cH:26][cH:25]1)[CH2:19][CH2:20][S:21]2. Product: O=c1cc(Nc2ccc(I)cc2F)c([N+](=O)[O-])c2n1CCS2. The reactants are O=C([O-])[O-], Cc1ccccc1, [Cs+], [Cs+], Nc1ccc(I)cc1F, O=c1cc(OS(=O)(=O)C(F)(F)F)c([N+](=O)[O-])c2n1CCS2, CC(=O)[O-], CC(=O)[O-], [Pd+2], c1ccc(P(c2ccccc2)c2ccc3ccccc3c2-c2c(P(c3ccccc3)c3ccccc3)ccc3ccccc23)cc1. Reactants: C(C1=CC=CC=C1)OC=1C=CC(=C(C#N)C1)Br (5-(benzyloxy)-2-bromobenzonitrile), [Cl-].C(C)(C)(C)OC(C[Zn+])=O (2-tert-butoxy-2-oxoethylzinc chloride), CC(C)C1=CC(=C(C(=C1)C(C)C)C2=C(C=CC=C2)P(C3CCCCC3)C4CCCCC4)C(C)C (X-PHOS). Reagents/catalysts: C=1C=CC(=CC1)/C=C/C(=O)/C=C/C2=CC=CC=C2.C=1C=CC(=CC1)/C=C/C(=O)/C=C/C2=CC=CC=C2.C=1C=CC(=CC1)/C=C/C(=O)/C=C/C2=CC=CC=C2.[Pd].[Pd] (Pd2(dba)3). Run in C(C)(=O)OCC (ethyl acetate), C1CCOC1 (THF). Run at temperature 60 celsius. The product is C(C1=CC=CC=C1)OC1=CC(=C(C=C1)CC(=O)OC(C)(C)C)C#N (tert-butyl [4-(benzyloxy)-2-cyanophenyl]acetate). Reaction SMILES: [CH2:1]([O:8][C:9]1[CH:10]=[CH:11][C:12](Br)=[C:13]([CH:16]=1)[C:14]#[N:15])[C:2]1[CH:7]=[CH:6][CH:5]=[CH:4][CH:3]=1.[Cl-].[C:19]([O:23][C:24](=[O:27])[CH2:25][Zn+])([CH3:22])([CH3:21])[CH3:20].CC(C1C=C(C(C)C)C(C2C=CC=CC=2P(C2CCCCC2)C2CCCCC2)=C(C(C)C)C=1)C>C1COCC1.C(OCC)(=O)C.C1C=CC(/C=C/C(/C=C/C2C=CC=CC=2)=O)=CC=1.C1C=CC(/C=C/C(/C=C/C2C=CC=CC=2)=O)=CC=1.C1C=CC(/C=C/C(/C=C/C2C=CC=CC=2)=O)=CC=1.[Pd].[Pd]>[CH2:1]([O:8][C:9]1[CH:10]=[CH:11][C:12]([CH2:25][C:24]([O:23][C:19]([CH3:22])([CH3:21])[CH3:20])=[O:27])=[C:13]([C:14]#[N:15])[CH:16]=1)[C:2]1[CH:7]=[CH:6][CH:5]=[CH:4][CH:3]=1 |f:1.2,6.7.8.9.10|. Procedure details: To a solution of 5-(benzyloxy)-2-bromobenzonitrile (0.73 g, 2.53 mmol) in THF (10 ml) was added 2-tert-butoxy-2-oxoethylzinc chloride (10.13 ml, 5.07 mmol). Nitrogen gas bubbled through the mixture for 10 min. then Pd2(dba)3 (0.116 g, 0.127 mmol) and X-PHOS (0.121 g, 0.253 mmol) were added and the resulting mixture heated at 60° C. for 50 min. The mixture was cooled, diluted with ethyl acetate (20 mL), washed with aqueous ammonium chloride (saturated, 1×15 mL), dried over MgSO4, filtered and the... The reactants are [Al+3], CN1c2ccccc2NC(=O)c2cscc21, CCCCCC, [H-], [H-], [H-], [H-], [Li+], [Na+], C1CCOC1, [OH-], O. Product: CN1c2cscc2CNc2ccccc21. As a reaction SMILES: [Al+3:23].[CH3:1][N:2]1[c:3]2[c:4]([cH:14][s:15][cH:16]2)[C:5](=[O:13])[NH:6][c:7]2[c:8]1[cH:9][cH:10][cH:11][cH:12]2.[CH3:30][CH2:31][CH2:32][CH2:33][CH2:34][CH3:35].[H-:22].[H-:25].[H-:26].[H-:27].[Li+:24].[Na+:29].[O:17]1[CH2:18][CH2:19][CH2:20][CH2:21]1.[OH-:28].[OH2:36]>>[CH3:1][N:2]1[c:3]2[c:4]([cH:14][s:15][cH:16]2)[CH2:5][NH:6][c:7]2[c:8]1[cH:9][cH:10][cH:11][cH:12]2. Reactants: Cl.O1C(=CC2=C1C=CC=C2)C2CNC2 (3-(benzofuran-2-yl)azetidine hydrochloride), Cl.CN1CCC2(CC1)C(NC1=NC=C(C=C1C2)/C=C/C(=O)O)=O ((E)-3-(1′-methyl-2-oxo-2,4-dihydro-1H-spiro[[1,8]naphthyridine-3,4′-piperidine]-6-yl)acrylic acid hydrochloride), CCN=C=NCCCN(C)C.Cl (EDCI.HCl), C1=CC2=C(N=C1)N(N=N2)O (HOAt), CCN(C(C)C)C(C)C (DIPEA). Solvent: CN(C)C=O (DMF). Conditions: time 8 hour. Yields the product O1C(=CC2=C1C=CC=C2)C2CN(C2)C(/C=C/C=2C=C1CC3(CCN(CC3)C)C(NC1=NC2)=O)=O ((E)-6-(3-(3-(Benzofuran-2-yl)azetidin-1-yl)-3-oxoprop-1-en-1-yl)-1′-methyl-1H-spiro[[1,8]naphthyridine-3,4′-piperidin]-2(4H)-one). The yield is 9.7%. RXN SMILES: Cl.[O:2]1[C:6]2[CH:7]=[CH:8][CH:9]=[CH:10][C:5]=2[CH:4]=[C:3]1[CH:11]1[CH2:14][NH:13][CH2:12]1.Cl.[CH3:16][N:17]1[CH2:22][CH2:21][C:20]2([CH2:31][C:30]3[C:25](=[N:26][CH:27]=[C:28](/[CH:32]=[CH:33]/[C:34](O)=[O:35])[CH:29]=3)[NH:24][C:23]2=[O:37])[CH2:19][CH2:18]1.CCN=C=NCCCN(C)C.Cl.C1C=NC2N(O)N=NC=2C=1.CCN(C(C)C)C(C)C>CN(C=O)C>[O:2]1[C:6]2[CH:7]=[CH:8][CH:9]=[CH:10][C:5]=2[CH:4]=[C:3]1[CH:11]1[CH2:12][N:13]([C:34](=[O:35])/[CH:33]=[CH:32]/[C:28]2[CH:29]=[C:30]3[C:25](=[N:26][CH:27]=2)[NH:24][C:23](=[O:37])[C:20]2([CH2:21][CH2:22][N:17]([CH3:16])[CH2:18][CH2:19]2)[CH2:31]3)[CH2:14]1 |f:0.1,2.3,4.5|. Procedure details: To a solution of 3-(benzofuran-2-yl)azetidine hydrochloride (30 mg, 0.086 mmol) and (E)-3-(1′-methyl-2-oxo-2,4-dihydro-1H-spiro[[1,8]naphthyridine-3,4′-piperidine]-6-yl)acrylic acid hydrochloride (20 mg, 0.059 mmol) in dry DMF (4 mL) were added EDCI.HCl (17.02 mg, 0.089 mmol), HOAt (12.09 mg, 0.089 mmol) and DIPEA (51 μL, 0.296 mmol). The reaction was stirred at room temperature overnight. The mixture was partitioned between dichloromethane and H2O, the layers were separated and the aqueous laye... The reactants are C1(=C(C(=CC(=C1)C)C)S(=O)(=O)[O-])C.N[N+]1=CC=CC=C1 (N-aminopyridinium mesitylene sulfonate), C([O-])([O-])=O.[K+].[K+] (potassium carbonate), BrC1=CC=C(C=C1)C(C#CCCCC)=O (1-(4-bromophenyl) 2-heptyn-1-one). Run in C(C)#N (acetonitrile), C(C)#N (acetonitrile). Conditions: time 15 minute. Yields the product BrC1=CC=C(C=C1)C(=O)C=1C(=NN2C1C=CC=C2)CCCC ((4-bromophenyl) (2-butyl pyrazolo(1,5-a) pyridin-3-yl) methanone). As a reaction SMILES: C1(C)C=C(C)C=C(C)C=1S([O-])(=O)=O.[NH2:14][N+:15]1[CH:20]=[CH:19][CH:18]=[CH:17][CH:16]=1.C(=O)([O-])[O-].[K+].[K+].[Br:27][C:28]1[CH:33]=[CH:32][C:31]([C:34](=[O:41])[C:35]#[C:36][CH2:37][CH2:38][CH2:39][CH3:40])=[CH:30][CH:29]=1>C(#N)C>[Br:27][C:28]1[CH:29]=[CH:30][C:31]([C:34]([C:35]2[C:36]([CH2:37][CH2:38][CH2:39][CH3:40])=[N:14][N:15]3[CH:20]=[CH:19][CH:18]=[CH:17][C:16]=23)=[O:41])=[CH:32][CH:33]=1 |f:0.1,2.3.4|. Reported procedure: A mixture of 2.5 g of N-aminopyridinium mesitylene sulfonate (prepared by Synthesis, 1977 page 1, TAMURA, et al.), 25 ml of acetonitrile and 3.5 g of potassium carbonate was stirred for 15 minutes at ambient temperature and then the 2.27 g of the product of Step A in solution in 25 ml of acetonitrile were added. Reactants: COC=1C=C2C(=CC=NC2=CC1OC)OC1=CC=C(C=C1)N (6,7-Dimethoxy-4-(4-aminophenoxy)quinoline), ClC1=CC(=C(C=C1)N=C=O)C (4-chloro-2-methylphenyl isocyanate). The solvent is C1(=CC=CC=C1)C (toluene). Yields the product ClC1=CC(=C(C=C1)NC(=O)NC1=CC=C(C=C1)OC1=CC=NC2=CC(=C(C=C12)OC)OC)C (N-(4-Chloro-2-methylphenyl)-N'-{4-[(6,7-dimethoxy-4-quinolyl)oxy]phenyl}urea). Yield: 80.1%. Reaction SMILES: [CH3:1][O:2][C:3]1[CH:4]=[C:5]2[C:10](=[CH:11][C:12]=1[O:13][CH3:14])[N:9]=[CH:8][CH:7]=[C:6]2[O:15][C:16]1[CH:21]=[CH:20][C:19]([NH2:22])=[CH:18][CH:17]=1.[Cl:23][C:24]1[CH:29]=[CH:28][C:27]([N:30]=[C:31]=[O:32])=[C:26]([CH3:33])[CH:25]=1>C1(C)C=CC=CC=1>[Cl:23][C:24]1[CH:29]=[CH:28][C:27]([NH:30][C:31]([NH:22][C:19]2[CH:18]=[CH:17][C:16]([O:15][C:6]3[C:5]4[C:10](=[CH:11][C:12]([O:13][CH3:14])=[C:3]([O:2][CH3:1])[CH:4]=4)[N:9]=[CH:8][CH:7]=3)=[CH:21][CH:20]=2)=[O:32])=[C:26]([CH3:33])[CH:25]=1. Procedure details: 6,7-Dimethoxy-4-(4-aminophenoxy)quinoline (55 mg) was dissolved in toluene (5 ml) with heat, 4-chloro-2-methylphenyl isocyanate (90 mg) was added, and the admixture was refluxed with heat for 26 minutes. The separated crystals were filtered and then washed with toluene to obtain 69 mg of the title compound (yield: 80%).